Task: describe an organic reaction: reactants, conditions, products, and yield. Dataset: the Open Reaction Database (ORD), a public repository of structured organic reaction records Reactants: CCOC(C)=O, CCN1C(=O)COc2ccc(C(O)(C(C)c3ccc(OS(=O)(=O)C(F)(F)F)cc3Cl)C(F)(F)F)cc21, COC(=O)c1ccc(B(O)O)cc1Cl, C1COCCO1, O. The product is CCN1C(=O)COc2ccc(C(O)(C(C)c3ccc(-c4ccc(C(=O)OC)c(Cl)c4)cc3Cl)C(F)(F)F)cc21. RXN SMILES: [CH3:58][CH2:59][O:60][C:61](=[O:62])[CH3:63].[Cl:1][c:2]1[cH:3][c:4]([O:29][S:30]([C:31]([F:32])([F:33])[F:34])(=[O:35])=[O:36])[cH:5][cH:6][c:7]1[CH:8]([C:9]([C:10]([F:11])([F:12])[F:13])([OH:14])[c:15]1[cH:16][cH:17][c:18]2[c:19]([cH:27]1)[N:20]([CH2:25][CH3:26])[C:21](=[O:24])[CH2:22][O:23]2)[CH3:28].[Cl:37][c:38]1[cH:39][c:40]([B:48]([OH:49])[OH:50])[cH:41][cH:42][c:43]1[C:44](=[O:45])[O:46][CH3:47].[O:52]1[CH2:53][CH2:54][O:55][CH2:56][CH2:57]1.[OH2:51]>>[Cl:1][c:2]1[cH:3][c:4](-[c:40]2[cH:39][c:38]([Cl:37])[c:43]([C:44](=[O:45])[O:46][CH3:47])[cH:42][cH:41]2)[cH:5][cH:6][c:7]1[CH:8]([C:9]([C:10]([F:11])([F:12])[F:13])([OH:14])[c:15]1[cH:16][cH:17][c:18]2[c:19]([cH:27]1)[N:20]([CH2:25][CH3:26])[C:21](=[O:24])[CH2:22][O:23]2)[CH3:28]. The reactants are COC(=O)[C@@H]1C[C@@H]([C@@H](C1)OS(=O)(=O)C)NC(=O)C=1SC(=CC1)Cl ((1R,3S,4R)-3-[(5-chloro-thiophene-2-carbonyl)-amino]-4-methanesulfonyloxy-cyclopentanecarboxylic acid methyl ester), C(C)#N (acetonitrile). The reagents and catalysts are [C-]#N.C(C)[N+](CC)(CC)CC (tetraethylammonium cyanide). Product: COC(=O)C1CC(C(C1)C#N)NC(=O)C=1SC(=CC1)Cl (3-[(5-chloro-thiophene-2-carbonyl)-amino]-4-cyano-cyclopentanecarboxylic acid methyl ester). RXN SMILES: [CH3:1][O:2][C:3]([C@H:5]1[CH2:9][C@@H:8](OS(C)(=O)=O)[C@@H:7]([NH:15][C:16]([C:18]2[S:19][C:20]([Cl:23])=[CH:21][CH:22]=2)=[O:17])[CH2:6]1)=[O:4].[C:24](#[N:26])C>[C-]#N.C([N+](CC)(CC)CC)C>[CH3:1][O:2][C:3]([CH:5]1[CH2:9][CH:8]([C:24]#[N:26])[CH:7]([NH:15][C:16]([C:18]2[S:19][C:20]([Cl:23])=[CH:21][CH:22]=2)=[O:17])[CH2:6]1)=[O:4] |f:2.3|. Procedure: A solution of (1R,3S,4R)-3-[(5-chloro-thiophene-2-carbonyl)-amino]-4-methanesulfonyloxy-cyclopentanecarboxylic acid methyl ester (150 mg) in acetonitrile (5 ml) was treated with tetraethylammonium cyanide (74 mg) and heated to reflux for 4 hrs. The reaction mixture was concentrated. The crude product was isolated by column chromatography (silica gel; gradient: CH2Cl2→CH2Cl2/MeOH 95:5) to give 3-[(5-chloro-thiophene-2-carbonyl)-amino]-4-cyano-cyclopentanecarboxylic acid methyl ester (100 mg) as l... The reactants are OC1=CC=NC=C1 (4-hydroxy-pyridine), C([O-])([O-])=O.[Cs+].[Cs+] (cesium carbonate), BrCCCCCCCCCCCO (11-bromoundecanol). Solvent: CN(C)C=O (DMF). Reaction conditions: temperature 90 celsius. Product: N1=CC=C(C=C1)OC(CCCCCCCCCC)O (4-pyridyloxyundecan-1-ol). The yield is 21.9%. As a reaction SMILES: [OH:1][C:2]1[CH:7]=[CH:6][N:5]=[CH:4][CH:3]=1.C(=O)([O-])[O-].[Cs+].[Cs+].Br[CH2:15][CH2:16][CH2:17][CH2:18][CH2:19][CH2:20][CH2:21][CH2:22][CH2:23][CH2:24][CH2:25][OH:26]>CN(C=O)C>[N:5]1[CH:6]=[CH:7][C:2]([O:1][CH:25]([OH:26])[CH2:24][CH2:23][CH2:22][CH2:21][CH2:20][CH2:19][CH2:18][CH2:17][CH2:16][CH3:15])=[CH:3][CH:4]=1 |f:1.2.3|. Procedure details: The compound 4-pyridyloxyundecan-1-ol was prepared as follows: To a solution of 4-hydroxy-pyridine (5.71 g, 60 mmol) in DMF (150 cm3) was added cesium carbonate (19.56 g, 60 mmol). The mixture was heated to 90° C. for 5 mins then 11-bromoundecanol (12.56 g, 50 mmol) was added and the mixture heated to reflux temperature (125° C.) for 15 hours. After cooling, the contents of the flask were poured into rapidly stirring distilled water (800 cm3). A pale yellow precipitate formed which was filtered ... Reactants: CC(=O)O (AcOH), ClCC=1OC(OC1C)=O (4-chloromethyl-5-methyl-1,3-dioxol-2-one), [Na+].[I-] (NaI), O=C(COC([C@@H](CN(NC(=O)C1=CC(=NO1)O)CC1=CC=C(C=C1)C1=CC(=CC=C1)Cl)O)=O)C1=CC=CC=C1 ((R)-3-[N-(3′-chlorobiphenyl-4-ylmethyl)-N′-(3-hydroxyisoxazole-5-carbonyl)hydrazino]-2-hydroxypropionic acid 2-oxo-2-phenylethyl ester), C([O-])([O-])=O.[Cs+].[Cs+] (cesium carbonate). Reagents/catalysts: [Zn] (Zinc). The solvent is CC(=O)C (acetone), CC(=O)C (acetone). Run at temperature 60 celsius, time 1 hour. The product is ClC=1C=C(C=CC1)C1=CC=C(C=C1)CN(NC(=O)C1=CC(=NO1)OCC=1OC(OC1C)=O)C[C@H](C(=O)O)O ((R)-3-[N-(3′-Chlorobiphenyl-4-ylmethyl)-N′-[3-(5-methyl-2-oxo-[1,3]-dioxol-4-ylmethoxy)-isoxazole-5-carbonyl]hydrazino]-2-hydroxypropionic Acid). Yield: 14.1%. RXN SMILES: Cl[CH2:2][C:3]1[O:4][C:5](=[O:9])[O:6][C:7]=1[CH3:8].[Na+].[I-].O=C(C1C=CC=CC=1)C[O:15][C:16](=[O:44])[C@H:17]([OH:43])[CH2:18][N:19]([CH2:29][C:30]1[CH:35]=[CH:34][C:33]([C:36]2[CH:41]=[CH:40][CH:39]=[C:38]([Cl:42])[CH:37]=2)=[CH:32][CH:31]=1)[NH:20][C:21]([C:23]1[O:27][N:26]=[C:25]([OH:28])[CH:24]=1)=[O:22].C(=O)([O-])[O-].[Cs+].[Cs+].CC(O)=O>CC(C)=O.[Zn]>[Cl:42][C:38]1[CH:37]=[C:36]([C:33]2[CH:32]=[CH:31][C:30]([CH2:29][N:19]([CH2:18][C@@H:17]([OH:43])[C:16]([OH:44])=[O:15])[NH:20][C:21]([C:23]3[O:27][N:26]=[C:25]([O:28][CH2:2][C:3]4[O:4][C:5](=[O:9])[O:6][C:7]=4[CH3:8])[CH:24]=3)=[O:22])=[CH:35][CH:34]=2)[CH:41]=[CH:40][CH:39]=1 |f:1.2,4.5.6|. Procedure details: A mixture of 4-chloromethyl-5-methyl-1,3-dioxol-2-one (11.9 μL, 109 μmol) and NaI (16.4 mg, 109 μmol) in acetone (2.0 mL, 27 mmol) was stirred at 60° C. for 1 hour, then cooled to room temperature and added to a mixture of (R)-3-[N-(3′-chlorobiphenyl-4-ylmethyl)-N′-(3-hydroxyisoxazole-5-carbonyl)hydrazino]-2-hydroxypropionic acid 2-oxo-2-phenylethyl ester (20.0 mg, 36.4 μmol) and cesium carbonate (14.2 mg, 43.6 μmol) in acetone (1 mL). The resulting mixture was stirred at 60° C. for 2 hours, con... The reactants are CCOCc1nc2c(NC(=O)C(Cl)(Cl)Cl)nc3ccccc3c2s1, C[O-], CO, [Na+]. The product is CCOCc1nc2c(N)nc3ccccc3c2s1. Reaction SMILES: [CH2:1]([CH3:2])[O:3][CH2:4][c:5]1[s:6][c:7]2[c:8]([c:9]([NH:17][C:18](=[O:19])[C:20]([Cl:21])([Cl:22])[Cl:23])[n:10][c:11]3[cH:12][cH:13][cH:14][cH:15][c:16]23)[n:24]1.[CH3:25][O-:26].[CH3:28][OH:29].[Na+:27]>>[CH2:1]([CH3:2])[O:3][CH2:4][c:5]1[s:6][c:7]2[c:8]([c:9]([NH2:17])[n:10][c:11]3[cH:12][cH:13][cH:14][cH:15][c:16]23)[n:24]1. The reactants are COC=1C=C(C=CC1OC)C1CCN(CC1)C=1C(=C(C2=C(C(C(O2)(C)C)(O)C2=CC=C(C=C2)C)C1C)C)C (5-(4-(3,4-dimethoxyphenyl)piperidino)-3-(4-methylphenyl)-2,2,4,6,7-pentamethyl-2,3-dihydro-1-benzofuran-3-ol). The solvent is CCCCCC.CO (hexane methanol). Yields the product COC=1C=C(C=CC1OC)C1CCN(CC1)C=1C(=C(C2=C(C(C(O2)(C)C)C2=CC=C(C=C2)C)C1C)C)C (4-(3,4-dimethoxyphenyl)-1-(3-(4-methylphenyl)-2,2,4,6,7-pentamethyl-2,3-dihydro-1-benzofuran-5-yl)piperidine). The yield is 51.0%. RXN SMILES: [CH3:1][O:2][C:3]1[CH:4]=[C:5]([CH:11]2[CH2:16][CH2:15][N:14]([C:17]3[C:18]([CH3:38])=[C:19]([CH3:37])[C:20]4[O:24][C:23]([CH3:26])([CH3:25])[C:22]([C:28]5[CH:33]=[CH:32][C:31]([CH3:34])=[CH:30][CH:29]=5)(O)[C:21]=4[C:35]=3[CH3:36])[CH2:13][CH2:12]2)[CH:6]=[CH:7][C:8]=1[O:9][CH3:10]>CCCCCC.CO>[CH3:1][O:2][C:3]1[CH:4]=[C:5]([CH:11]2[CH2:12][CH2:13][N:14]([C:17]3[C:18]([CH3:38])=[C:19]([CH3:37])[C:20]4[O:24][C:23]([CH3:26])([CH3:25])[CH:22]([C:28]5[CH:33]=[CH:32][C:31]([CH3:34])=[CH:30][CH:29]=5)[C:21]=4[C:35]=3[CH3:36])[CH2:15][CH2:16]2)[CH:6]=[CH:7][C:8]=1[O:9][CH3:10] |f:1.2|. Procedure details: Using 5-(4-(3,4-dimethoxyphenyl)piperidino)-3-(4-methylphenyl)-2,2,4,6,7-pentamethyl-2,3-dihydro-1-benzofuran-3-ol obtained in Example 78, the title compound was synthesized in the same manner as in Example 46. Yield 51%. mp. 103–105° C. (hexane-methanol). The reactants are B(Br)(Br)Br (boron tribromide), Cl (hydrochloric acid), [Cl-].[Al+3].[Cl-].[Cl-] (aluminum chloride), N1CCC2=CC=CC=C12 (indoline), C(C)#N (acetonitrile), O (water). Run in C1(=CC=CC=C1)C (toluene), C1(=CC=CC=C1)C (toluene). Conditions: temperature 5 celsius, time 10 minute. The product is C(C)(=O)C=1C=CC=C2CCNC12 (7-acetylindoline). As a reaction SMILES: B(Br)(Br)Br.[NH:5]1[C:13]2[C:8](=[CH:9][CH:10]=[CH:11][CH:12]=2)[CH2:7][CH2:6]1.[C:14](#N)[CH3:15].[Cl-].[Al+3].[Cl-].[Cl-].Cl.[OH2:22]>C1(C)C=CC=CC=1>[C:14]([C:12]1[CH:11]=[CH:10][CH:9]=[C:8]2[C:13]=1[NH:5][CH2:6][CH2:7]2)(=[O:22])[CH3:15] |f:3.4.5.6|. Reported procedure: To a solution of 47.35 g. (0.5 mole) of boron tribromide in 300 ml. of toluene at 0° C. was added dropwise a solution of 50 g. (0.42 mole) of indoline and 22.39 g. (0.546 mole) of acetonitrile in 200 ml. of toluene. After stirring for 10 minutes 67.2 g. (0.5 mole) of aluminum chloride was added in portions. The resulting reaction mixture was heated to reflux for 66 hours, cooled to 5° C. and treated with 80 ml. of water and 330 ml. of 2N hydrochloric acid. The resulting mixture was heated to ref... Reactants: CCCCc1nc2ccc(C3CC4CCC(C)(C)N4O3)cc2c(=O)n1Cc1ccc(-c2ccccc2-c2nnnn2C(c2ccccc2)(c2ccccc2)c2ccccc2)cc1, CO, C1CCOC1. Product: CCCCc1nc2ccc(C3CC4CCC(C)(C)N4O3)cc2c(=O)n1Cc1ccc(-c2ccccc2-c2nnn[nH]2)cc1. Reaction SMILES: [CH2:1]([CH2:2][CH2:3][CH3:4])[c:5]1[n:6][c:7]2[cH:8][cH:9][c:10]([CH:53]3[CH2:54][CH:55]4[N:56]([O:57]3)[C:58]([CH3:61])([CH3:62])[CH2:59][CH2:60]4)[cH:11][c:12]2[c:13](=[O:52])[n:14]1[CH2:15][c:16]1[cH:17][cH:18][c:19](-[c:22]2[c:23](-[c:28]3[n:29][n:30][n:31][n:32]3[C:33]([c:34]3[cH:35][cH:36][cH:37][cH:38][cH:39]3)([c:40]3[cH:41][cH:42][cH:43][cH:44][cH:45]3)[c:46]3[cH:47][cH:48][cH:49][cH:50][cH:51]3)[cH:24][cH:25][cH:26][cH:27]2)[cH:20][cH:21]1.[CH3:63][OH:64].[O:65]1[CH2:66][CH2:67][CH2:68][CH2:69]1>>[CH2:1]([CH2:2][CH2:3][CH3:4])[c:5]1[n:6][c:7]2[cH:8][cH:9][c:10]([CH:53]3[CH2:54][CH:55]4[N:56]([O:57]3)[C:58]([CH3:61])([CH3:62])[CH2:59][CH2:60]4)[cH:11][c:12]2[c:13](=[O:52])[n:14]1[CH2:15][c:16]1[cH:17][cH:18][c:19](-[c:22]2[c:23](-[c:28]3[nH:29][n:30][n:31][n:32]3)[cH:24][cH:25][cH:26][cH:27]2)[cH:20][cH:21]1.